This data is from the Open Reaction Database (ORD), a public repository of structured organic reaction records. The task is: describe an organic reaction: reactants, conditions, products, and yield The reactants are BrC1=CC2=C(N(N=N2)C(C2=CC=CC=C2)(C2=CC=CC=C2)C2=CC=CC=C2)C=C1 (5-bromo-1-trityl-1H-benzotriazole), C(C1=CC=CC=C1)N(CCCN(C)C)CC1=CC(=CC=C1)B (N-benzyl-N-(3-boranyl-benzyl)-N′,N′-dimethyl-propane-1,3-diamine), C([O-])([O-])=O.[Cs+].[Cs+] (cesium carbonate), O (water), C(Cl)Cl (DCM). The solvent is C(C)OCC (diethyl ether), O1CCOCC1 (dioxane). Run at temperature 90 celsius. Product: C(C1=CC=CC=C1)N(CCCN(C)C)CC1=CC(=CC=C1)C1=CC2=C(N(N=N2)C(C2=CC=CC=C2)(C2=CC=CC=C2)C2=CC=CC=C2)C=C1 (N-Benzyl-N′,N′-dimethyl-N-[3-(1-trityl-1H-benzotriazol-5-yl)-benzyl]-propane-1,3-diamine). The yield is 21.2%. As a reaction SMILES: Br[C:2]1[CH:29]=[CH:28][C:5]2[N:6]([C:9]([C:22]3[CH:27]=[CH:26][CH:25]=[CH:24][CH:23]=3)([C:16]3[CH:21]=[CH:20][CH:19]=[CH:18][CH:17]=3)[C:10]3[CH:15]=[CH:14][CH:13]=[CH:12][CH:11]=3)[N:7]=[N:8][C:4]=2[CH:3]=1.[CH2:30]([N:37]([CH2:44][C:45]1[CH:50]=[CH:49][CH:48]=[C:47](B)[CH:46]=1)[CH2:38][CH2:39][CH2:40][N:41]([CH3:43])[CH3:42])[C:31]1[CH:36]=[CH:35][CH:34]=[CH:33][CH:32]=1.C(=O)([O-])[O-].[Cs+].[Cs+].O.C(Cl)Cl>O1CCOCC1.C(OCC)C>[CH2:30]([N:37]([CH2:44][C:45]1[CH:50]=[CH:49][CH:48]=[C:47]([C:2]2[CH:29]=[CH:28][C:5]3[N:6]([C:9]([C:10]4[CH:15]=[CH:14][CH:13]=[CH:12][CH:11]=4)([C:16]4[CH:17]=[CH:18][CH:19]=[CH:20][CH:21]=4)[C:22]4[CH:27]=[CH:26][CH:25]=[CH:24][CH:23]=4)[N:7]=[N:8][C:4]=3[CH:3]=2)[CH:46]=1)[CH2:38][CH2:39][CH2:40][N:41]([CH3:43])[CH3:42])[C:31]1[CH:36]=[CH:35][CH:34]=[CH:33][CH:32]=1 |f:2.3.4|. Procedure: A mixture of 5-bromo-1-trityl-1H-benzotriazole (220 mg, 0.5 mmol), N-benzyl-N-(3-boranyl-benzyl)-N′,N′-dimethyl-propane-1,3-diamine (180 g, 0.55 mmol), and cesium carbonate solution in water (2M, 1 mL, 2 mmol) taken altogether in 10 mL of dioxane was degassed (evacuate in vacuo and pressurize with argon, two times) and PdCl2(dppf).DCM (21 mg, 0.025 mmol) was added and the mixture was degassed two more times as described above. The resulting mixture was heated at 90° C. for 3 h, then it was allow... Starting materials: C(C)(=O)OCC1=C(N2C(C(C2SC1)NC(CC=1N=C(SC1)C1=C(C=CC=C1)O)=O)=O)C(=O)O (3-[(Acetyloxy)methyl]-7-[[[2-(2-hydroxyphenyl)-4-thiazolyl]acetyl]amino]-8-oxo-5-thia-1-azabicyclo[4.2.0]oct-2-ene-2-carboxylic Acid), FC(C(=O)O)(F)F (trifluoroacetic acid), C1(=CC=CC=C1)C(C1=CC=CC=C1)OC(=O)C=1N2C(C(C2SCC1C)NC(CC=1N=C(SC1)C1=NC=CC=C1O)=O)=O (7-[[[2-(3-Hydroxy-2-pyridinyl)-4-thiazolyl]acetyl]amino]-3-methyl-8-oxo-5-thia-1-azabicyclo[4.2.0]oct-2-ene-2-carboxylic Acid Diphenylmethyl Ester), [SiH](CC)(CC)CC (Et3SiH). The solvent is C(CCl)Cl (ClCH2CH2Cl). The product is OC=1C(=NC=CC1)C=1SC=C(N1)CC(=O)NC1C2SCC(=C(N2C1=O)C(=O)O)C (7-[[[2-(3-Hydroxy-2-pyridinyl)-4-thiazolyl]acetyl]amino]-3-methyl-8-oxo-5-thia-1-azabicyclo[4.2.0]oct-2-ene-2-carboxylic Acid). Yield: 92.8%. As a reaction SMILES: C(OCC1CSC2N(C(=O)C2NC(=O)CC2N=C(C3C=CC=CC=3O)SC=2)C=1C(O)=O)(=O)C.C1(C([O:47][C:48]([C:50]2[N:51]3[CH:54]([S:55][CH2:56][C:57]=2[CH3:58])[CH:53]([NH:59][C:60](=[O:74])[CH2:61][C:62]2[N:63]=[C:64]([C:67]4[C:72]([OH:73])=[CH:71][CH:70]=[CH:69][N:68]=4)[S:65][CH:66]=2)[C:52]3=[O:75])=[O:49])C2C=CC=CC=2)C=CC=CC=1.[SiH](CC)(CC)CC.FC(F)(F)C(O)=O>C(Cl)CCl>[OH:73][C:72]1[C:67]([C:64]2[S:65][CH:66]=[C:62]([CH2:61][C:60]([NH:59][CH:53]3[C:52](=[O:75])[N:51]4[CH:54]3[S:55][CH2:56][C:57]([CH3:58])=[C:50]4[C:48]([OH:49])=[O:47])=[O:74])[N:63]=2)=[N:68][CH:69]=[CH:70][CH:71]=1. Reported procedure: The procedure used for the preparation of 9a was repeated with 8l (167 mg, 0.279 mmol), Et3SiH (0.446 mL, 2.79 mmol), and trifluoroacetic acid (0.860 mL, 11.2 mmol) in dry ClCH2CH2Cl (6 mL) am 0° C. under nitrogen to give 9l (112 mg, 93%) as a yellowish solid after crystallization from THF/CH2Cl2 /hexane. mp 180° C. (dec); IR (KBr) 3540-2540 (br), 3280, 1774, 1725, 1661 cm-1 ; 1H NMR (DMSO-d6) δ1.97 (3H, s, CH3),3.30 (1H, d, J=18.0Hz), 3.51 (1H, d J=18.0 Hz), 3.79 (2H, s, CH2), 4.99 (1H, d, J=4.... Reaction conditions: temperature 0 celsius, time 3.25 hour. The reagents and catalysts are [Na+].[I-], Cl[Ni]Cl.COCCOC, C1(C2(C3=N[C@H](c4ccccc4C5)[C@H]5O3)CC2)=N[C@H]6[C@H](Cc7ccccc76)O1. Starting materials: Br/C=C/c1ccc(OC)cc1, Cl[C@H](C)c1cc2c(OCO2)cc1. Solvent: CC(N(C)C)=O. The yield is 68.0%. Yields the product COc1ccc(/C=C/[C@H](C)c2ccc3c(c2)OCO3)cc1. The reactants are ( g ), C(C)(C)(C)OC(=O)N1C[C@H]([C@@H]([C@H](C1)OCC1=CC2=CC=CC=C2C(=C1)OC)C1=CC=C(C=C1)OCCCOCC1=C(C=CC(=C1)F)OC)OC[C@@H]1OC(OC1)(C)C ((3S,4R,5R)-3-[(4S)-2,2-dimethyl-[1,3]dioxolan-4-ylmethoxy]-4-[4-[3-(5-fluoro-2-methoxy-benzyloxy)-propoxy]-phenyl]-5-(4-methoxy-naphthalen-2-ylmethoxy)-piperidine-1-carboxylic acid tert-butyl ester), Cl (HCl). Run in CO (methanol). Yields the product FC=1C=CC(=C(COCCCOC2=CC=C(C=C2)[C@H]2[C@@H](CNC[C@@H]2OCC2=CC3=CC=CC=C3C(=C2)OC)OC[C@@H](CO)O)C1)OC ((R)-3-[(3S,4R,5R)-4-[4-[3-(5-fluoro-2-methoxy-benzyloxy)-propoxy]-phenyl]-5-(4-methoxy-naphthalen-2-ylmethoxy]-piperidin-3-yloxy]-propane-1,2-diol). Reaction SMILES: C(OC([N:8]1[CH2:13][C@H:12]([O:14][CH2:15][C:16]2[CH:25]=[C:24]([O:26][CH3:27])[C:23]3[C:18](=[CH:19][CH:20]=[CH:21][CH:22]=3)[CH:17]=2)[C@@H:11]([C:28]2[CH:33]=[CH:32][C:31]([O:34][CH2:35][CH2:36][CH2:37][O:38][CH2:39][C:40]3[CH:45]=[C:44]([F:46])[CH:43]=[CH:42][C:41]=3[O:47][CH3:48])=[CH:30][CH:29]=2)[C@H:10]([O:49][CH2:50][C@H:51]2[CH2:55][O:54]C(C)(C)[O:52]2)[CH2:9]1)=O)(C)(C)C.Cl>CO>[F:46][C:44]1[CH:43]=[CH:42][C:41]([O:47][CH3:48])=[C:40]([CH:45]=1)[CH2:39][O:38][CH2:37][CH2:36][CH2:35][O:34][C:31]1[CH:32]=[CH:33][C:28]([C@@H:11]2[C@@H:12]([O:14][CH2:15][C:16]3[CH:25]=[C:24]([O:26][CH3:27])[C:23]4[C:18](=[CH:19][CH:20]=[CH:21][CH:22]=4)[CH:17]=3)[CH2:13][NH:8][CH2:9][C@H:10]2[O:49][CH2:50][C@H:51]([OH:52])[CH2:55][OH:54])=[CH:29][CH:30]=1. Reported procedure: In analogy to the procedure described in example 1) (g) the (3S,4R,5R)-3-[(4S)-2,2-dimethyl-[1,3]dioxolan-4-ylmethoxy]-4-[4-[3-(5-fluoro-2-methoxy-benzyloxy)-propoxy]-phenyl]-5-(4-methoxy-naphthalen-2-ylmethoxy)-piperidine-1-carboxylic acid tert-butyl ester was deprotected with HCl in methanol to yield the (R)-3-[(3S,4R,5R)-4-[4-[3-(5-fluoro-2-methoxy-benzyloxy)-propoxy]-phenyl]-5-(4-methoxy-naphthalen-2-ylmethoxy]-piperidin-3-yloxy]-propane-1,2-diol as amorphous solid; MS: 650 (M+H)+. As a reaction SMILES: [CH3:30][OH:31].[Cl:1][c:2]1[cH:3][cH:4][c:5]([CH2:8][CH2:9][CH2:10][NH:11][CH:12]2[CH2:13][CH2:14][CH:15]([c:18]3[cH:19][c:20]4[c:21]([nH:22][c:23](=[O:25])[o:24]4)[cH:26][cH:27]3)[CH2:16][CH2:17]2)[cH:6][cH:7]1.[Cl:32][CH2:33][Cl:34].[Na+:29].[OH-:28].[OH2:35]>>[Cl:1][c:2]1[cH:3][cH:4][c:5]([CH2:8][CH2:9][CH2:10][N:11]([CH:12]2[CH2:13][CH2:14][CH:15]([c:18]3[cH:19][c:20]4[c:21]([nH:22][c:23](=[O:25])[o:24]4)[cH:26][cH:27]3)[CH2:16][CH2:17]2)[CH3:30])[cH:6][cH:7]1. Product: CN(CCCc1ccc(Cl)cc1)C1CCC(c2ccc3[nH]c(=O)oc3c2)CC1. Starting materials: CO, O=c1[nH]c2ccc(C3CCC(NCCCc4ccc(Cl)cc4)CC3)cc2o1, ClCCl, [Na+], [OH-], O. The reactants are COC=1C=C(C=C(C1)C(F)(F)F)S (3-methoxy-5-(trifluoromethyl)benzenethiol), CN(C)C=O (DMF), ClCC(CC(=O)OC)=O (methyl 4-chloroacetoacetate), C(=O)([O-])[O-].[K+].[K+] (K2CO3). The solvent is O (water). Conditions: time 1 hour. The product is COC=1C=C(C=C(C1)C(F)(F)F)SCC(CC(=O)OC)=O (Methyl 4-((3-methoxy-5-(trifluoromethyl)phenyl)sulfanyl)-3-oxobutanoate). Reaction SMILES: [CH3:1][O:2][C:3]1[CH:4]=[C:5]([SH:13])[CH:6]=[C:7]([C:9]([F:12])([F:11])[F:10])[CH:8]=1.CN(C=O)C.Cl[CH2:20][C:21](=[O:27])[CH2:22][C:23]([O:25][CH3:26])=[O:24].C([O-])([O-])=O.[K+].[K+]>O>[CH3:1][O:2][C:3]1[CH:4]=[C:5]([S:13][CH2:20][C:21](=[O:27])[CH2:22][C:23]([O:25][CH3:26])=[O:24])[CH:6]=[C:7]([C:9]([F:10])([F:11])[F:12])[CH:8]=1 |f:3.4.5|. Procedure: To a mixture of 3-methoxy-5-(trifluoromethyl)benzenethiol (1.36 g) and DMF (dry) (10 mL) were added methyl 4-chloroacetoacetate (1.146 mL) and K2CO3 (1.806 g) at room temperature. The mixture was stirred at room temperature for 1 h. The mixture was poured into water at room temperature and extracted with EtOAc. The organic layer was separated, washed successively with 1N HCl and brine, dried over MgSO4 and concentrated in vacuo. The residue was purified by silica gel column chromatography (EtOAc... As a reaction SMILES: [H-].[Na+].C(OP([CH2:11][C:12]([O:14][CH2:15][CH3:16])=[O:13])(OCC)=O)C.[CH2:17]([O:21][C:22]1[CH:45]=[C:44]([O:46][CH2:47][CH:48]([CH3:50])[CH3:49])[CH:43]=[CH:42][C:23]=1[C:24]([C:26]1[CH:27]=[CH:28][C:29]([O:37][CH2:38][CH:39]([CH3:41])[CH3:40])=[C:30]([CH2:32][CH2:33][C:34]([OH:36])=[O:35])[CH:31]=1)=O)[CH:18]([CH3:20])[CH3:19].C(OCC)(=O)C>CN(C)C=O.O>[CH2:17]([O:21][C:22]1[CH:45]=[C:44]([O:46][CH2:47][CH:48]([CH3:49])[CH3:50])[CH:43]=[CH:42][C:23]=1[C:24]([C:26]1[CH:27]=[CH:28][C:29]([O:37][CH2:38][CH:39]([CH3:41])[CH3:40])=[C:30]([CH2:32][CH2:33][C:34]([OH:36])=[O:35])[CH:31]=1)=[CH:11][C:12]([O:14][CH2:15][CH3:16])=[O:13])[CH:18]([CH3:20])[CH3:19] |f:0.1|. The product is C(C(C)C)OC1=C(C=CC(=C1)OCC(C)C)C(=CC(=O)OCC)C=1C=CC(=C(C1)CCC(=O)O)OCC(C)C (3-{5-[1-(2,4-diisobutoxyphenyl)-3-ethoxy-3-oxo-1-propenyl]-2-isobutoxyphenyl}propanoic acid). Reported procedure: In 5 ml of N,N-dimethylformamide is suspended 0.85 g of 60% sodium hydride, to which is dropwise added 4.2 ml of ethyl diethylphosphonoacetate at ambient temperature over a period of 10 minutes. After stirring the mixture thus obtained for 30 minutes, 1.00 g of 3-[5-(2,4-diisobutoxybenzoyl)-2-isobutoxyphenyl]propanoic acid is added and stirred at 110° C. for 5 hours. The reaction mixture is cooled to ambient temperature and added to a mixture of ethyl acetate and water, and the organic layer is ... Reactants: C(C)(=O)OCC (ethyl acetate), [H-].[Na+] (sodium hydride), C(C)OP(=O)(OCC)CC(=O)OCC (ethyl diethylphosphonoacetate), C(C(C)C)OC1=C(C(=O)C=2C=CC(=C(C2)CCC(=O)O)OCC(C)C)C=CC(=C1)OCC(C)C (3-[5-(2,4-diisobutoxybenzoyl)-2-isobutoxyphenyl]propanoic acid). The solvent is O (water), CN(C=O)C (N,N-dimethylformamide). The reactants are C1(C=CC=C1)[Li] (cyclopentadienyllithium), ClP(C(C)C)C(C)C (chlorodiisopropylphosphine), solution, C(CCC)[Li] (butyllithium), CCCCCC (hexane). Solvent: CCOCC (ether). Run at temperature -20 celsius, time 1 hour. Yields the product C(C)(C)P(C(C)C)C1(C=CC=C1)[Li] (Diisopropylphosphinocyclopentadienyllithium). As a reaction SMILES: [CH:1]1([Li:6])[CH:5]=[CH:4][CH:3]=[CH:2]1.Cl[P:8]([CH:12]([CH3:14])[CH3:13])[CH:9]([CH3:11])[CH3:10].C([Li])CCC.CCCCCC>CCOCC>[CH:9]([P:8]([C:1]1([Li:6])[CH:5]=[CH:4][CH:3]=[CH:2]1)[CH:12]([CH3:14])[CH3:13])([CH3:11])[CH3:10]. Procedure: 50 ml of ether were placed in a round-bottomed flask containing 1.68 g (0.023 moles) of cyclopentadienyllithium. After cooling of the reaction flask to −20° C., 3.6 g (0.023 moles) of chlorodiisopropylphosphine were added dropwise. When the addition was complete, the cooling bath was heated to 0° C. and the reaction mixture was stirred for 1 h. Ether was then removed under vacuum, the product was dissolved in toluene and the solution was filtered. After the frit had been rinsed with 2×10 ml of t... Conditions: time 24 hour. The reactants are C(CCCCCCCCC)C=1C=NC(=NC1)C1=CC=C(C=C1)O (4-(5-decyl-pyrimidin-2-yl)-phenol), C[Si](CCCCOS(=O)(=O)C1=CC=C(C=C1)C)(CCC(C(C(C(C(C(F)(F)F)(F)F)(F)F)(F)F)(F)F)(F)F)C (toluene-4-sulfonic acid 4-[dimethyl-(3,3,4,4,5,5,6,6,7,7,8,8,8-tridecafluoro-octyl)-silanyl]-butyl ester), C([O-])([O-])=O.[Cs+].[Cs+] (cesium carbonate). Product: C(CCCCCCCCC)C=1C=NC(=NC1)C1=CC=C(C=C1)OCCCC[Si](CCC(C(C(C(C(C(F)(F)F)(F)F)(F)F)(F)F)(F)F)(F)F)(C)C (5-Decyl-2-(4-{4-[dimethyl-(3,3,4,4,5,5,6,6,7,7,8,8,8-tridecafluoro-octyl)-silanyl]-butoxy}-phenyl)-pyrimidine). Procedure details: A suspension of 4-(5-decyl-pyrimidin-2-yl)-phenol (3.744 g, 13.00 mmol), toluene-4-sulfonic acid 4-[dimethyl-(3,3,4,4,5,5,6,6,7,7,8,8,8-tridecafluoro-octyl)-silanyl]-butyl ester (7.58 g, 13.00 mmol) and cesium carbonate (4.69 g, 14.4 mmol) in DMF (35 ml) was stirred at room temperature for 24 h. The reaction mixture was washed with water and the organic layer extracted into ethyl acetate/hexane (3×20 ml, 1:1). The combine extracts were washed with brine, dried (MgSO4) and the solvent removed in ... Solvent: CN(C)C=O (DMF). As a reaction SMILES: [CH2:1]([C:11]1[CH:12]=[N:13][C:14]([C:17]2[CH:22]=[CH:21][C:20]([OH:23])=[CH:19][CH:18]=2)=[N:15][CH:16]=1)[CH2:2][CH2:3][CH2:4][CH2:5][CH2:6][CH2:7][CH2:8][CH2:9][CH3:10].[CH3:24][Si:25]([CH3:62])([CH2:41][CH2:42][C:43]([F:61])([F:60])[C:44]([F:59])([F:58])[C:45]([F:57])([F:56])[C:46]([F:55])([F:54])[C:47]([F:53])([F:52])[C:48]([F:51])([F:50])[F:49])[CH2:26][CH2:27][CH2:28][CH2:29]OS(C1C=CC(C)=CC=1)(=O)=O.C(=O)([O-])[O-].[Cs+].[Cs+]>CN(C=O)C>[CH2:1]([C:11]1[CH:12]=[N:13][C:14]([C:17]2[CH:18]=[CH:19][C:20]([O:23][CH2:29][CH2:28][CH2:27][CH2:26][Si:25]([CH3:62])([CH3:24])[CH2:41][CH2:42][C:43]([F:61])([F:60])[C:44]([F:58])([F:59])[C:45]([F:56])([F:57])[C:46]([F:54])([F:55])[C:47]([F:52])([F:53])[C:48]([F:49])([F:50])[F:51])=[CH:21][CH:22]=2)=[N:15][CH:16]=1)[CH2:2][CH2:3][CH2:4][CH2:5][CH2:6][CH2:7][CH2:8][CH2:9][CH3:10] |f:2.3.4|.